This data is from the Open Reaction Database (ORD), a public repository of structured organic reaction records. The task is: describe an organic reaction: reactants, conditions, products, and yield Starting materials: NCC(=O)O, O=CC(O)C(O)C(O)C(O)CO, OCC1OC(OC2C(CO)OC(O)C(O)C2O)C(O)C(O)C1O. Yields the product O=CC(O)C(O)C(OC1OC(CO)C(OC2OC(CO)C(O)C(O)C2O)C(O)C1O)C(O)CO. RXN SMILES: [NH2:36][CH2:37][C:38](=[O:39])[OH:40].[O:24]=[CH:25][CH:26]([OH:27])[CH:28]([OH:29])[CH:30]([OH:31])[CH:32]([OH:33])[CH2:34][OH:35].[OH:1][CH2:2][CH:3]1[O:4][CH:5]([O:6][CH:7]2[CH:8]([CH2:9][OH:10])[O:11][CH:12]([OH:13])[CH:14]([OH:15])[CH:16]2[OH:17])[CH:18]([OH:19])[CH:20]([OH:21])[CH:22]1[OH:23]>>[OH:1][CH2:2][CH:3]1[O:4][CH:5]([O:6][CH:7]2[CH:8]([CH2:9][OH:10])[O:11][CH:12]([O:13][CH:30]([CH:28]([CH:26]([CH:25]=[O:24])[OH:27])[OH:29])[CH:32]([OH:33])[CH2:34][OH:35])[CH:14]([OH:15])[CH:16]2[OH:17])[CH:18]([OH:19])[CH:20]([OH:21])[CH:22]1[OH:23]. The reactants are CN(C)C=O, CCO, O=NN(CCCl)C(=O)Oc1ccccc1[N+](=O)[O-], NC1OC(CO)C(O)C(O)C1O. Yields the product O=NN(CCCl)C(=O)NC1OC(CO)C(O)C(O)C1O. Reaction SMILES: [CH3:31][N:32]([CH3:33])[CH:34]=[O:35].[CH3:36][CH2:37][OH:38].[Cl:1][CH2:2][CH2:3][N:4]([C:5]([O:6][c:8]1[cH:9][cH:10][cH:11][cH:12][c:13]1[N+:14]([O-:15])=[O:16])=[O:7])[N:17]=[O:18].[NH2:19][CH:20]1[CH:21]([OH:22])[CH:23]([OH:24])[CH:25]([OH:26])[CH:27]([CH2:29][OH:30])[O:28]1>>[Cl:1][CH2:2][CH2:3][N:4]([C:5](=[O:6])[NH:19][CH:20]1[CH:21]([OH:22])[CH:23]([OH:24])[CH:25]([OH:26])[CH:27]([CH2:29][OH:30])[O:28]1)[N:17]=[O:18]. Starting materials: CN(C)C=O, ClCCl, Cc1c[nH]c2c1C(=O)N(CC(O)CN1CCOCC1)CC2, O=P(Cl)(Cl)Cl. Yields the product Cc1c(C=O)[nH]c2c1C(=O)N(CC(O)CN1CCOCC1)CC2. Reaction SMILES: [CH3:6][N:7]([CH:8]=[O:9])[CH3:10].[Cl:32][CH2:33][Cl:34].[OH:11][CH:12]([CH2:13][N:14]1[C:15](=[O:24])[c:16]2[c:17]([nH:20][cH:21][c:22]2[CH3:23])[CH2:18][CH2:19]1)[CH2:25][N:26]1[CH2:27][CH2:28][O:29][CH2:30][CH2:31]1.[P:1]([Cl:2])([Cl:3])([Cl:4])=[O:5]>>[CH:8](=[O:9])[c:21]1[nH:20][c:17]2[c:16]([c:22]1[CH3:23])[C:15](=[O:24])[N:14]([CH2:13][CH:12]([OH:11])[CH2:25][N:26]1[CH2:27][CH2:28][O:29][CH2:30][CH2:31]1)[CH2:19][CH2:18]2. The reactants are C(C#CC)N1C(=NC=2N=C(N(C(C12)=O)CC1=CC=C(C=C1)C#N)Cl)N1CC(CCC1)NC(OC(C)(C)C)=O (t-butyl [1-[7-(2-butynyl)-2-chloro-1-(4-cyanobenzyl)-6-oxo-6,7-dihydro-1H-purin-8-yl]piperidin-3-yl]carbamate), Examples 242 ( f ), Cl.NC1CN(CCC1)C1=NC=2N=C(N(C(C2N1CC#CC)=O)CC1=C(C=CC=C1)C#N)C#N (8-(3-Aminopiperidin-1-yl)-7-(2-butynyl)-1-(2-cyanobenzyl)-6-oxo-6,7-dihydro-1H-purine-2-carbonitrile hydrochloride). Product: Cl.NC1CN(CCC1)C1=NC=2N=C(N(C(C2N1CC#CC)=O)CC1=CC=C(C=C1)C#N)C#N (8-(3-Aminopiperidin-1-yl)-7-(2-butynyl)-1-(4-cyanobenzyl)-6-oxo-6,7-dihydro-1H-purine-2-carbonitrile hydrochloride). Reaction SMILES: C(N1C2C(=O)[N:11]([CH2:15][C:16]3[CH:21]=[CH:20][C:19](C#N)=[CH:18][CH:17]=3)C([Cl:24])=NC=2N=C1N1CCCC(NC(=O)OC(C)(C)C)C1)C#CC.Cl.[NH2:40][CH:41]1[CH2:46][CH2:45][CH2:44][N:43]([C:47]2[N:55]([CH2:56][C:57]#[C:58][CH3:59])[C:54]3[C:53](=[O:60])[N:52]([CH2:61]C4C=CC=CC=4C#N)[C:51]([C:70]#[N:71])=[N:50][C:49]=3[N:48]=2)[CH2:42]1>>[ClH:24].[NH2:40][CH:41]1[CH2:46][CH2:45][CH2:44][N:43]([C:47]2[N:55]([CH2:56][C:57]#[C:58][CH3:59])[C:54]3[C:53](=[O:60])[N:52]([CH2:61][C:19]4[CH:20]=[CH:21][C:16]([C:15]#[N:11])=[CH:17][CH:18]=4)[C:51]([C:70]#[N:71])=[N:50][C:49]=3[N:48]=2)[CH2:42]1 |f:1.2,3.4|. Reported procedure: The title compound was synthesized by using t-butyl [1-[7-(2-butynyl)-2-chloro-1-(4-cyanobenzyl)-6-oxo-6,7-dihydro-1H-purin-8-yl]piperidin-3-yl]carbamate according to the method described in Examples 242 (f) and (g).